Dataset: the Open Reaction Database (ORD), a public repository of structured organic reaction records. Task: describe an organic reaction: reactants, conditions, products, and yield The reactants are ClC1=CC=C2C3=C(C=NC2=C1)C1=C(N3)CCNC1 (3-chloro-8,9,10,11-tetrahydro-7H-pyrido[3',4':4,5]pyrrolo[3,2-c]quinoline), FC1=CC=C(C(=O)OCC)C=C1 (ethyl 4-fluorobenzoate), C[N+]1(CCOCC1)[O-] (4-methylmorpholine N-oxide), C(=O)([O-])[O-].[Cs+].[Cs+] (Cs2CO3). The solvent is CS(=O)C (dimethylsulfoxide), O (water). Reaction conditions: temperature 80 celsius, time 8 hour. Yields the product C(C)OC(C1=CC=C(C=C1)N1CC2=C(NC3=C2C=NC2=CC(=CC=C32)Cl)CC1)=O (4-(3-Chloro-8,9,10,11-tetrahydro-7H-pyrido[3',4':4,5]-pyrrolo[3,2-c]quinolin-8-yl)benzoic acid ethyl ester). Isolated yield 2.3%. As a reaction SMILES: [Cl:1][C:2]1[CH:11]=[C:10]2[C:5]([C:6]3[NH:14][C:13]4[CH2:15][CH2:16][NH:17][CH2:18][C:12]=4[C:7]=3[CH:8]=[N:9]2)=[CH:4][CH:3]=1.F[C:20]1[CH:30]=[CH:29][C:23]([C:24]([O:26][CH2:27][CH3:28])=[O:25])=[CH:22][CH:21]=1.C[N+]1([O-])CCOCC1.C([O-])([O-])=O.[Cs+].[Cs+]>O.CS(C)=O>[CH2:27]([O:26][C:24](=[O:25])[C:23]1[CH:29]=[CH:30][C:20]([N:17]2[CH2:16][CH2:15][C:13]3[NH:14][C:6]4[C:5]5[C:10](=[CH:11][C:2]([Cl:1])=[CH:3][CH:4]=5)[N:9]=[CH:8][C:7]=4[C:12]=3[CH2:18]2)=[CH:21][CH:22]=1)[CH3:28] |f:3.4.5|. Procedure: A mixture of 1.5 g (5.8 mmol) of 3-chloro-8,9,10,11-tetrahydro-7H-pyrido[3',4':4,5]pyrrolo[3,2-c]quinoline, 0.979 g (5.8 mmol) of ethyl 4-fluorobenzoate, 0.68 g (5.8 mmol) of 4-methylmorpholine N-oxide, 3.78 g (11.6 mmol) of Cs2CO3 and 10 ml of dimethylsulfoxide is stirred overnight at 80° C. The reaction mixture is allowed to cool and is diluted with water to yield a brown precipitate which is collected by filtration and dried. The crude product is purified by flash column chromatography (5% me...